describe an organic reaction: reactants, conditions, products, and yield From a dataset of the Open Reaction Database (ORD), a public repository of structured organic reaction records. Reaction SMILES: [Br:19][c:20]1[cH:21][n:22][c:23]2[n:24]1[n:25][cH:26][c:27]([C:29]([CH3:30])([CH3:31])[OH:32])[n:28]2.[F:1][c:2]1[c:3](-[c:11]2[n:12][cH:13][c:14]([F:18])[cH:15][c:16]2[F:17])[cH:4][c:5]([B:8]([OH:9])[OH:10])[cH:6][cH:7]1.[Na+:33].[Na+:34].[O-:35][C:36](=[O:37])[O-:38].[O:116]1[CH2:117][CH2:118][CH2:119][CH2:120]1.[cH:39]1[cH:40][cH:41][c:42]([P:43]([Pd:44]([P:45]([c:46]2[cH:47][cH:48][cH:49][cH:50][cH:51]2)([c:52]2[cH:53][cH:54][cH:55][cH:56][cH:57]2)[c:58]2[cH:59][cH:60][cH:61][cH:62][cH:63]2)([P:64]([c:65]2[cH:66][cH:67][cH:68][cH:69][cH:70]2)([c:71]2[cH:72][cH:73][cH:74][cH:75][cH:76]2)[c:77]2[cH:78][cH:79][cH:80][cH:81][cH:82]2)[P:83]([c:84]2[cH:85][cH:86][cH:87][cH:88][cH:89]2)([c:90]2[cH:91][cH:92][cH:93][cH:94][cH:95]2)[c:96]2[cH:97][cH:98][cH:99][cH:100][cH:101]2)([c:102]2[cH:103][cH:104][cH:105][cH:106][cH:107]2)[c:108]2[cH:109][cH:110][cH:111][cH:112][cH:113]2)[cH:114][cH:115]1>>[F:1][c:2]1[c:3](-[c:11]2[n:12][cH:13][c:14]([F:18])[cH:15][c:16]2[F:17])[cH:4][c:5](-[c:20]2[cH:21][n:22][c:23]3[n:24]2[n:25][cH:26][c:27]([C:29]([CH3:30])([CH3:31])[OH:32])[n:28]3)[cH:6][cH:7]1. Yields the product CC(C)(O)c1cnn2c(-c3ccc(F)c(-c4ncc(F)cc4F)c3)cnc2n1. Starting materials: CC(C)(O)c1cnn2c(Br)cnc2n1, OB(O)c1ccc(F)c(-c2ncc(F)cc2F)c1, [Na+], [Na+], O=C([O-])[O-], C1CCOC1, c1ccc(P(c2ccccc2)(c2ccccc2)[Pd](P(c2ccccc2)(c2ccccc2)c2ccccc2)(P(c2ccccc2)(c2ccccc2)c2ccccc2)P(c2ccccc2)(c2ccccc2)c2ccccc2)cc1.